Dataset: the Open Reaction Database (ORD), a public repository of structured organic reaction records. Task: describe an organic reaction: reactants, conditions, products, and yield As a reaction SMILES: [C:28](=[O:29])([O-:30])[O-:31].[CH3:1][N:2]([CH3:3])[CH:4]=[O:5].[Cl:19][c:20]1[cH:21][cH:22][c:23]([CH2:24][Cl:25])[cH:26][cH:27]1.[Cl:6][c:7]1[c:8](=[O:18])[n:9]([CH2:14][CH2:15][CH2:16][OH:17])[n:10][cH:11][c:12]1[OH:13].[K+:32].[K+:33].[OH2:34]>>[Cl:6][c:7]1[c:8](=[O:18])[n:9]([CH2:14][CH2:15][CH2:16][OH:17])[n:10][cH:11][c:12]1[O:13][CH2:24][c:23]1[cH:22][cH:21][c:20]([Cl:19])[cH:27][cH:26]1. Yields the product O=c1c(Cl)c(OCc2ccc(Cl)cc2)cnn1CCCO. Reactants: O=C([O-])[O-], CN(C)C=O, ClCc1ccc(Cl)cc1, O=c1c(Cl)c(O)cnn1CCCO, [K+], [K+], O. Reactants: [N+](=O)(OC(C)=O)[O-] (Acetyl nitrate), O1C(=NC2=C1C=CC=C2)SCCN2CCN(CC2)CC(=O)NC2=C(C(=CC=C2C(C)C)O)C(C)C (2-[4-[2-(benzoxazol-2-ylthio)ethyl]piperazin-1-yl]-N-(2,6-diisopropyl-3-hydroxyphenyl)acetamide), C([O-])(O)=O.[Na+] (sodium bicarbonate). The solvent is O (water), C(C)#N (acetonitrile). Conditions: time 10 minute. Product: O1C(=NC2=C1C=CC=C2)SCCN2CCN(CC2)CC(=O)NC2=C(C(=C(C=C2C(C)C)[N+](=O)[O-])O)C(C)C (2-[4-[2-(benzoxazol-2-ylthio)ethyl]piperazin-1-yl]-N-(2,6-diisopropyl-3-hydroxy-4-nitrophenyl)acetamide). The yield is 50.4%. Reaction SMILES: [N+:1]([O-])([O:3]C(=O)C)=[O:2].[O:8]1[C:12]2[CH:13]=[CH:14][CH:15]=[CH:16][C:11]=2[N:10]=[C:9]1[S:17][CH2:18][CH2:19][N:20]1[CH2:25][CH2:24][N:23]([CH2:26][C:27]([NH:29][C:30]2[C:35]([CH:36]([CH3:38])[CH3:37])=[CH:34][CH:33]=[C:32]([OH:39])[C:31]=2[CH:40]([CH3:42])[CH3:41])=[O:28])[CH2:22][CH2:21]1.C(=O)(O)[O-].[Na+]>C(#N)C.O>[O:8]1[C:12]2[CH:13]=[CH:14][CH:15]=[CH:16][C:11]=2[N:10]=[C:9]1[S:17][CH2:18][CH2:19][N:20]1[CH2:25][CH2:24][N:23]([CH2:26][C:27]([NH:29][C:30]2[C:35]([CH:36]([CH3:37])[CH3:38])=[CH:34][C:33]([N+:1]([O-:3])=[O:2])=[C:32]([OH:39])[C:31]=2[CH:40]([CH3:42])[CH3:41])=[O:28])[CH2:22][CH2:21]1 |f:2.3|. Procedure details: Acetyl nitrate (145 mg, 0.75 mmol) was added to a solution of 2-[4-[2-(benzoxazol-2-ylthio)ethyl]piperazin-1-yl]-N-(2,6-diisopropyl-3-hydroxyphenyl)acetamide (107 mg, 0.22 mmol) in acetonitrile (3 ml) with ice cooling followed by stirring for 10 minutes. The reaction solution was diluted with water, made alkaline by adding an aqueous solution of sodium bicarbonate thereto and extracted with chloroform twice. The organic layer was washed with a saturated sodium chloride solution and dried over an... Solvent: C(C)O (ethanol), CO (methanol). Product: Cl.Cl.N[C@@H](CC1=CC(I)=C(C(I)=C1)OC1=CC(I)=C(C(I)=C1)O)C(=O)C(C(=O)N)(COCCCCOCCC(=O)N)C([C@@H](N)CC1=CC(I)=C(C(I)=C1)OC1=CC(I)=C(C(I)=C1)O)=O (bis-(L-thyroxyl)-4,9-dioxa-1,12-dodecanediamide, dihydrochloride salt). RXN SMILES: FC(F)(F)C([NH:5][C@H:6]([C:26]([C:28]([C:44](=[O:72])[C@H:45]([CH2:53][C:54]1[CH:61]=[C:59]([I:60])[C:58]([O:62][C:63]2[CH:70]=[C:68]([I:69])[C:67]([OH:71])=[C:65]([I:66])[CH:64]=2)=[C:56]([I:57])[CH:55]=1)[NH:46]C(=O)C(F)(F)F)([CH2:32][O:33][CH2:34][CH2:35][CH2:36][CH2:37][O:38][CH2:39][CH2:40][C:41]([NH2:43])=[O:42])[C:29]([NH2:31])=[O:30])=[O:27])[CH2:7][C:8]1[CH:15]=[C:13]([I:14])[C:12]([O:16][C:17]2[CH:24]=[C:22]([I:23])[C:21]([OH:25])=[C:19]([I:20])[CH:18]=2)=[C:10]([I:11])[CH:9]=1)=O.[OH-].[Na+].[ClH:77]>CO.C(O)C>[ClH:77].[ClH:77].[NH2:5][C@H:6]([C:26]([C:28]([C:44](=[O:72])[C@H:45]([CH2:53][C:54]1[CH:55]=[C:56]([I:57])[C:58]([O:62][C:63]2[CH:64]=[C:65]([I:66])[C:67]([OH:71])=[C:68]([I:69])[CH:70]=2)=[C:59]([I:60])[CH:61]=1)[NH2:46])([CH2:32][O:33][CH2:34][CH2:35][CH2:36][CH2:37][O:38][CH2:39][CH2:40][C:41]([NH2:43])=[O:42])[C:29]([NH2:31])=[O:30])=[O:27])[CH2:7][C:8]1[CH:9]=[C:10]([I:11])[C:12]([O:16][C:17]2[CH:18]=[C:19]([I:20])[C:21]([OH:25])=[C:22]([I:23])[CH:24]=2)=[C:13]([I:14])[CH:15]=1 |f:1.2,6.7.8|. Run at time 40 hour. Procedure details: Bis-(trifluoroacetyl-L-thyroxyl)-4,9-dioxadodecane-1,12-diamide (example 8A), 0.34 g, was dissolved in 3ml methanol. 1M sodium hydroxide was added with stirring and the reaction was allowed to go at room temperature for 40 hours. The reaction mixture was diluted into 20 ml of cold 1M hydrochloric acid to give a fine suspension of product. The suspension was centrifuged and the pellet was dissolved in ethanol. The ethanol solution was evaporated to a solid residue of crude product. The product wa... The reactants are [OH-].[Na+] (sodium hydroxide), FC(C(=O)N[C@@H](CC1=CC(I)=C(C(I)=C1)OC1=CC(I)=C(C(I)=C1)O)C(=O)C(C(=O)N)(COCCCCOCCC(=O)N)C([C@@H](NC(C(F)(F)F)=O)CC1=CC(I)=C(C(I)=C1)OC1=CC(I)=C(C(I)=C1)O)=O)(F)F (bis-(trifluoroacetyl-L-thyroxyl)-4,9-dioxa-1,12-dodecanediamide), Cl (hydrochloric acid). Product: COCN1C2=C(C3=CC=CC=C13)CCNC2 (9-methoxymethyl-2,3,4,9-tetrahydro-1H-pyrido[3,4-b]indole). Reactants: C(C)(C)(C)OC(=O)N1CC=2N(C3=CC=CC=C3C2CC1)COC (2-t-butoxycarbonyl-9-methoxymethyl-2,3,4,9-tetrahydro-1H-pyrido[3,4-b]indole), Cl (hydrochloric acid), [OH-].[Na+] (sodium hydroxide). Run in CO (methanol). Procedure: A 1.8 ml portion of 5 N hydrochloric acid was added to 9 ml of methanol solution containing 395 mg (1.25 mmol) of 2-t-butoxycarbonyl-9-methoxymethyl-2,3,4,9-tetrahydro-1H-pyrido[3,4-b]indole and allowed to stand at room temperature for 3 days. This was adjusted to pH 8 with 5 N sodium hydroxide solution. Methanol was removed by evaporation under a reduced pressure and the resulting residue was extracted with chloroform. The extract was washed with water, dried (Na2SO4) and then concentrated unde... Run at time 3 day. As a reaction SMILES: Cl.C(OC([N:9]1[CH2:21][CH2:20][C:19]2[C:18]3[C:13](=[CH:14][CH:15]=[CH:16][CH:17]=3)[N:12]([CH2:22][O:23][CH3:24])[C:11]=2[CH2:10]1)=O)(C)(C)C.[OH-].[Na+]>CO>[CH3:24][O:23][CH2:22][N:12]1[C:13]2[C:18](=[CH:17][CH:16]=[CH:15][CH:14]=2)[C:19]2[CH2:20][CH2:21][NH:9][CH2:10][C:11]1=2 |f:2.3|.